Dataset: the Open Reaction Database (ORD), a public repository of structured organic reaction records. Task: describe an organic reaction: reactants, conditions, products, and yield Starting materials: CCI, CCCC[N+](CCCC)(CCCC)CCCC, [H-], [I+], [Na+], O, O=C(C=Cc1cccnc1)NCCCCC1CCN(C(c2ccccc2)c2ccccc2)CC1. Product: CCN(CCCCC1CCN(C(c2ccccc2)c2ccccc2)CC1)C(=O)C=Cc1cccnc1. As a reaction SMILES: [CH2:37]([CH3:38])[I:39].[CH2:41]([N+:42]([CH2:43][CH2:44][CH2:45][CH3:46])([CH2:47][CH2:48][CH2:49][CH3:50])[CH2:51][CH2:52][CH2:53][CH3:54])[CH2:55][CH2:56][CH3:57].[H-:36].[I+:40].[Na+:35].[OH2:58].[c:1]1([CH:7]([N:8]2[CH2:9][CH2:10][CH:11]([CH2:14][CH2:15][CH2:16][CH2:17][NH:18][C:19]([CH:20]=[CH:21][c:22]3[cH:23][n:24][cH:25][cH:26][cH:27]3)=[O:28])[CH2:12][CH2:13]2)[c:29]2[cH:30][cH:31][cH:32][cH:33][cH:34]2)[cH:2][cH:3][cH:4][cH:5][cH:6]1>>[c:1]1([CH:7]([N:8]2[CH2:9][CH2:10][CH:11]([CH2:14][CH2:15][CH2:16][CH2:17][N:18]([C:19]([CH:20]=[CH:21][c:22]3[cH:23][n:24][cH:25][cH:26][cH:27]3)=[O:28])[CH2:37][CH3:38])[CH2:12][CH2:13]2)[c:29]2[cH:30][cH:31][cH:32][cH:33][cH:34]2)[cH:2][cH:3][cH:4][cH:5][cH:6]1. The reactants are CCC(CC)C(=O)Nc1ccc(N2CCNCC2)c(F)c1, COC(=O)C(Br)c1cccc(F)c1, Cl, Cl, [K+], [K+], O=C([O-])[O-], CN(C)C=O, O. The product is CCC(CC)C(=O)Nc1ccc(N2CCN(C(C(=O)OC)c3cccc(F)c3)CC2)c(F)c1. RXN SMILES: [CH2:3]([CH3:4])[CH:5]([C:6](=[O:7])[NH:8][c:9]1[cH:10][c:11]([F:21])[c:12]([N:15]2[CH2:16][CH2:17][NH:18][CH2:19][CH2:20]2)[cH:13][cH:14]1)[CH2:22][CH3:23].[CH3:24][O:25][C:26]([CH:27]([c:28]1[cH:29][c:30]([F:34])[cH:31][cH:32][cH:33]1)[Br:35])=[O:36].[ClH:1].[ClH:2].[K+:37].[K+:38].[O-:39][C:40]([O-:41])=[O:42].[O:43]=[CH:44][N:45]([CH3:46])[CH3:47].[OH2:48]>>[CH2:3]([CH3:4])[CH:5]([C:6](=[O:7])[NH:8][c:9]1[cH:10][c:11]([F:21])[c:12]([N:15]2[CH2:16][CH2:17][N:18]([CH:27]([C:26]([O:25][CH3:24])=[O:36])[c:28]3[cH:29][c:30]([F:34])[cH:31][cH:32][cH:33]3)[CH2:19][CH2:20]2)[cH:13][cH:14]1)[CH2:22][CH3:23]. The reactants are CC(C)(CO)c1ccc(C(=O)Nc2nc3ccc(Br)nc3s2)cc1, CNC(=O)c1ccc(B(O)O)cc1. The product is CNC(=O)c1ccc(-c2ccc3nc(NC(=O)c4ccc(C(C)(C)CO)cc4)sc3n2)cc1. RXN SMILES: [Br:14][c:15]1[cH:16][cH:17][c:18]2[c:19]([n:20]1)[s:21][c:22]([NH:24][C:25]([c:26]1[cH:27][cH:28][c:29]([C:32]([CH2:33][OH:34])([CH3:35])[CH3:36])[cH:30][cH:31]1)=[O:37])[n:23]2.[CH3:1][NH:2][C:3](=[O:4])[c:5]1[cH:6][cH:7][c:8]([B:11]([OH:12])[OH:13])[cH:9][cH:10]1>>[CH3:1][NH:2][C:3](=[O:4])[c:5]1[cH:6][cH:7][c:8](-[c:15]2[cH:16][cH:17][c:18]3[c:19]([n:20]2)[s:21][c:22]([NH:24][C:25]([c:26]2[cH:27][cH:28][c:29]([C:32]([CH2:33][OH:34])([CH3:35])[CH3:36])[cH:30][cH:31]2)=[O:37])[n:23]3)[cH:9][cH:10]1. The reactants are CCOC(=O)CBr, O=C([O-])[O-], CCC(C)=O, ClCCl, CN(c1ccc(O)cc1)c1cc2ccc(Cl)cc2c(Cl)n1, [K+], [K+]. Yields the product CCOC(=O)COc1ccc(N(C)c2cc3ccc(Cl)cc3c(Cl)n2)cc1. As a reaction SMILES: [Br:1][CH2:2][C:3](=[O:4])[O:5][CH2:6][CH3:7].[C:29](=[O:30])([O-:31])[O-:32].[CH2:35]([C:36]([CH3:37])=[O:38])[CH3:39].[Cl:40][CH2:41][Cl:42].[Cl:8][c:9]1[n:10][c:11]([N:20]([CH3:21])[c:22]2[cH:23][cH:24][c:25]([OH:28])[cH:26][cH:27]2)[cH:12][c:13]2[cH:14][cH:15][c:16]([Cl:19])[cH:17][c:18]12.[K+:33].[K+:34]>>[CH2:2]([C:3](=[O:4])[O:5][CH2:6][CH3:7])[O:28][c:25]1[cH:24][cH:23][c:22]([N:20]([c:11]2[n:10][c:9]([Cl:8])[c:18]3[c:13]([cH:12]2)[cH:14][cH:15][c:16]([Cl:19])[cH:17]3)[CH3:21])[cH:27][cH:26]1. The reactants are CCOC(=O)CCCCBr, C=CCOC(=O)CC(=O)OCC=C, [H-], [Na+], C1COCCO1. Yields the product C=CCOC(=O)C(CCCCC(=O)OCC)C(=O)OCC=C. RXN SMILES: [Br:16][CH2:17][CH2:18][CH2:19][CH2:20][C:21](=[O:22])[O:23][CH2:24][CH3:25].[C:3]([CH2:4][C:5](=[O:6])[O:7][CH2:8][CH:9]=[CH2:10])(=[O:11])[O:12][CH2:13][CH:14]=[CH2:15].[H-:1].[Na+:2].[O:26]1[CH2:27][CH2:28][O:29][CH2:30][CH2:31]1>>[C:3]([CH:4]([C:5](=[O:6])[O:7][CH2:8][CH:9]=[CH2:10])[CH2:17][CH2:18][CH2:19][CH2:20][C:21](=[O:22])[O:23][CH2:24][CH3:25])(=[O:11])[O:12][CH2:13][CH:14]=[CH2:15]. Starting materials: N([C@@H](C)C(=O)N[C@@H](CC(C)C)[C@@H](O)CC(=O)OC)C(=O)OCC1=CC=CC=C1 (Z-Ala-Sta-OMe), C(=O)[O-].[NH4+] (ammonium formate). Reagents/catalysts: [Pd] (Pd/C). Run in CO (MeOH). Run at time 5 minute. Yields the product N[C@@H](C)C(=O)N[C@@H](CC(C)C)[C@@H](O)CC(=O)OC (H-Ala-Sta-OMe). RXN SMILES: [NH:1](C(OCC1C=CC=CC=1)=O)[C@H:2]([C:4]([NH:6][C@H:7]([C@H:12]([CH2:14][C:15]([O:17][CH3:18])=[O:16])[OH:13])[CH2:8][CH:9]([CH3:11])[CH3:10])=[O:5])[CH3:3].C([O-])=O.[NH4+]>CO.[Pd]>[NH2:1][C@H:2]([C:4]([NH:6][C@H:7]([C@H:12]([CH2:14][C:15]([O:17][CH3:18])=[O:16])[OH:13])[CH2:8][CH:9]([CH3:10])[CH3:11])=[O:5])[CH3:3] |f:1.2|. Reported procedure: 1.46 g of Z-Ala-Sta-OMe are dissolved in 20 ml of MeOH, 1.03 g of ammonium formate are then added at RT, the mixture is stirred until a solution forms, 400 mg of 10% Pd/C are then added and the mixture is stirred for 5 min at RT. After 5 min, checking by TLC shows that the starting material has disappeared. The pH is 8 to pH paper. The whole mixture is filtered on celite and then the methanolic solution is filtered on a column of Amberlite IR 45 resin (OH) and the methanol is evaporated off. The...